Dataset: the Open Reaction Database (ORD), a public repository of structured organic reaction records. Task: describe an organic reaction: reactants, conditions, products, and yield Starting materials: Cl.ClC1=CC=C(C=C1)C12CNCC2C1 (Racemic 1-(p-Chlorophenyl)-3-azabicyclo[3.1.0]hexane hydrochloride), C(C)(=O)Cl (acetyl chloride). Yields the product C(C)(=O)N1CC2(CC2C1)C1=CC=C(C=C1)Cl (3-acetyl-1-(p-chlorophenyl)-3-azabicyclo[3.1.0]hexane). As a reaction SMILES: Cl.[Cl:2][C:3]1[CH:8]=[CH:7][C:6]([C:9]23[CH2:14][CH:13]2[CH2:12][NH:11][CH2:10]3)=[CH:5][CH:4]=1.[C:15](Cl)(=[O:17])[CH3:16]>>[C:15]([N:11]1[CH2:12][CH:13]2[C:9]([C:6]3[CH:5]=[CH:4][C:3]([Cl:2])=[CH:8][CH:7]=3)([CH2:14]2)[CH2:10]1)(=[O:17])[CH3:16] |f:0.1|. Reported procedure: Using the method of Example 19, 1-(p-chlorophenyl)-3-azabicyclo[3.1.0]hexane (Example 1) is reacted with acetyl chloride to give 3-acetyl-1-(p-chlorophenyl)-3-azabicyclo[3.1.0]hexane and then is converted to 1-(p-chlorophenyl)-3-ethyl-3-azabicyclo[3.1.0]hexane which is obtained as a brown oil. The reactants are OC(C(=O)O)(C)C (2-hydroxyisobutyric acid), ClC=1C=C(C(=CC1C(F)(F)F)N)NC1=CC=C(C=C1)CCCl (4-chloro-N2-[4-(2-chloroethyl)phenyl]-5-(trifluoromethyl)-1,2-benzenediamine). Product: ClC=1C(=CC2=C(N(C(=N2)C(C)(C)O)C2=CC=C(C=C2)CCCl)C1)C(F)(F)F (2-[6-chloro-1-[4-(2-chloroethyl)phenyl]-5-(trifluoromethyl)-1H-benzimidazol-2-yl]-2-propanol). RXN SMILES: [OH:1][C:2]([CH3:7])([CH3:6])[C:3](O)=O.[Cl:8][C:9]1[CH:10]=[C:11]([NH:20][C:21]2[CH:26]=[CH:25][C:24]([CH2:27][CH2:28][Cl:29])=[CH:23][CH:22]=2)[C:12]([NH2:19])=[CH:13][C:14]=1[C:15]([F:18])([F:17])[F:16]>>[Cl:8][C:9]1[C:14]([C:15]([F:16])([F:17])[F:18])=[CH:13][C:12]2[N:19]=[C:3]([C:2]([OH:1])([CH3:7])[CH3:6])[N:20]([C:21]3[CH:26]=[CH:25][C:24]([CH2:27][CH2:28][Cl:29])=[CH:23][CH:22]=3)[C:11]=2[CH:10]=1. Reported procedure: The title compound was prepared according to the procedure described in Example 339, step 3 & Example 1, step 5 from 2-hydroxyisobutyric acid and 4-chloro-N2-[4-(2-chloroethyl)phenyl]-5-(trifluoromethyl)-1,2-benzenediamine. The reactants are [OH-].[Ca+2].[OH-] (slaked lime), [OH-].[Ca+2].[OH-] (slaked lime), P(=O)([O-])([O-])O.[Ca+2] (monocalcium phosphate), P(=O)(O)(O)OP(=O)(O)O (pyrophosphoric acid). The product is O.O.P(=O)([O-])([O-])[O-].[Ca+2].[Ca+2] (dicalcium phosphate dihydrate). As a reaction SMILES: [OH-].[Ca+2:2].[OH-].[P:4]([OH:8])([O-:7])([O-:6])=[O:5].[Ca+2].P(OP(O)(O)=O)(O)(O)=[O:11]>>[OH2:5].[OH2:11].[P:4]([O-:8])([O-:7])([O-:6])=[O:5].[Ca+2:2].[Ca+2:2] |f:0.1.2,3.4,6.7.8.9.10|. Procedure: A quantity of dicalcium phosphate dihydrate was prepared as in Examples 1 and 2 except that the slaked lime slurry was added to the monocalcium phosphate solution until the pH reached about 5.6 and then pyrophosphoric acid was added until the pH was reduced to about 5.3; no further slaked lime slurry was added. The reactants are ClC1=CC=C(S1)C=CS(=O)(=O)Cl (2-(5-chlorothiophen-2-yl)-ethenesulfonyl chloride), C(C)(C)(C)OC(=O)N1C(=CC=2C=NC=CC21)CN2C([C@H](CC2)N)=O (2-[3-(S)-amino-2-oxo-pyrrolidin-1-ylmethyl)-pyrrolo[3,2-c]pyridine-1-carboxylic acid tert-butyl ester). The product is O=C1N(CC[C@@H]1NS(=O)(=O)C=CC=1SC(=CC1)Cl)CC1=CC=2C=NC=CC2N1 (2-(5-Chloro-thiophen-2-yl)-ethenesulfonic Acid [2-oxo-1-(1H-pyrrolo[3,2-c]pyridin-2-ylmethyl)-pyrrolidin-3-(S)-yi]-amide). As a reaction SMILES: [Cl:1][C:2]1[S:6][C:5]([CH:7]=[CH:8][S:9](Cl)(=[O:11])=[O:10])=[CH:4][CH:3]=1.C(OC([N:20]1[C:28]2[CH:27]=[CH:26][N:25]=[CH:24][C:23]=2[CH:22]=[C:21]1[CH2:29][N:30]1[CH2:34][CH2:33][C@H:32]([NH2:35])[C:31]1=[O:36])=O)(C)(C)C>>[O:36]=[C:31]1[C@@H:32]([NH:35][S:9]([CH:8]=[CH:7][C:5]2[S:6][C:2]([Cl:1])=[CH:3][CH:4]=2)(=[O:11])=[O:10])[CH2:33][CH2:34][N:30]1[CH2:29][C:21]1[NH:20][C:28]2[CH:27]=[CH:26][N:25]=[CH:24][C:23]=2[CH:22]=1. Reported procedure: The title compound is prepared as described in EXAMPLE 56. Part A using 2-(5-chlorothiophen-2-yl)-ethenesulfonyl chloride and 2-[3-(S)-amino-2-oxo-pyrrolidin-1-ylmethyl)-pyrrolo[3,2-c]pyridine-1-carboxylic acid tert-butyl ester as starting material. The crude product can be purified by column chromatography eluting with 5% MeOH/CH2Cl2 to give the title compound as a white solid or used in the subsequent step after an aqueous work-up without further purification. Starting materials: CCOC(C)=O, CC(C)O, O=C1CCC(=O)N1Cl, ClCCl, O, c1ccc2nc3cccnc3cc2c1. Yields the product Clc1cnc2cc3ccccc3nc2c1. Reaction SMILES: [CH3:31][CH2:32][O:33][C:34](=[O:35])[CH3:36].[CH:27]([OH:28])([CH3:29])[CH3:30].[Cl:16][N:17]1[C:18](=[O:19])[CH2:20][CH2:21][C:22]1=[O:23].[Cl:24][CH2:25][Cl:26].[OH2:1].[n:2]1[cH:3][cH:4][cH:5][c:6]2[n:7][c:8]3[cH:9][cH:10][cH:11][cH:12][c:13]3[cH:14][c:15]12>>[n:2]1[cH:3][c:4]([Cl:16])[cH:5][c:6]2[n:7][c:8]3[cH:9][cH:10][cH:11][cH:12][c:13]3[cH:14][c:15]12.